From a dataset of the Open Reaction Database (ORD), a public repository of structured organic reaction records. describe an organic reaction: reactants, conditions, products, and yield Reactants: CC(C(=O)O)N(C(=O)OC(C)(C)C)c1ccccc1C#N, CO, [Ni]. Product: CC(C(=O)O)N(C(=O)OC(C)(C)C)c1ccccc1CN. Reaction SMILES: [C:1]([CH3:2])([CH3:3])([CH3:4])[O:5][C:6](=[O:7])[N:8]([CH:9]([CH3:10])[C:11](=[O:12])[OH:13])[c:14]1[c:15]([C:20]#[N:21])[cH:16][cH:17][cH:18][cH:19]1.[CH3:23][OH:24].[Ni:22]>>[C:1]([CH3:2])([CH3:3])([CH3:4])[O:5][C:6](=[O:7])[N:8]([CH:9]([CH3:10])[C:11](=[O:12])[OH:13])[c:14]1[c:15]([CH2:20][NH2:21])[cH:16][cH:17][cH:18][cH:19]1. Reactants: ClC(COC(=O)Cl)(Cl)Cl (2,2,2-Trichloroethylchloroformate), CC1SC=C(NC1=O)C (2,5-dimethyl-2H-1,4-thiazin-3(4H)-one), N1=CC=CC=C1 (pyridine). The solvent is C(C)#N (acetonitrile). Run at temperature 0 celsius, time 30 minute. Yields the product CC1SC(=C(NC1=O)C)C1C=CN(C=C1)C(=O)OCC(Cl)(Cl)Cl (2,5-dimethyl-6-[1-(2,2,2-trichloroethoxycarbonyl)-1,4-dihydro-4-pyridinyl]-2H-1,4-thiazin-3(4H)-one). Isolated yield 42.0%. RXN SMILES: [Cl:1][C:2]([Cl:9])([Cl:8])[CH2:3][O:4][C:5](Cl)=[O:6].[CH3:10][CH:11]1[C:16](=[O:17])[NH:15][C:14]([CH3:18])=[CH:13][S:12]1.[N:19]1[CH:24]=[CH:23][CH:22]=[CH:21][CH:20]=1>C(#N)C>[CH3:10][CH:11]1[C:16](=[O:17])[NH:15][C:14]([CH3:18])=[C:13]([CH:22]2[CH:23]=[CH:24][N:19]([C:5]([O:4][CH2:3][C:2]([Cl:9])([Cl:8])[Cl:1])=[O:6])[CH:20]=[CH:21]2)[S:12]1. Procedure: 2,2,2-Trichloroethylchloroformate (1.68 ml) was added dropwise to a solution of 2,5-dimethyl-2H-1,4-thiazin-3(4H)-one (1.43 g) and pyridine (1.6 ml) in acetonitrile (50 ml) under ice-cooling, and the solution was stirred for 30 minutes at 0° C. The mixture was further stirred at ambient temperature for 2 hours. The solvent was removed under reduced pressure. The residue was extracted with chloroform, was washed with 2N hydrochloric acid and successively with water and was dried over magnesium su...